describe an organic reaction: reactants, conditions, products, and yield From a dataset of the Open Reaction Database (ORD), a public repository of structured organic reaction records. The reactants are COC=1C(=CC2=CC=CC=C2C1)N1C(C=CC2=CC(=CC=C12)S(=O)(=O)OC1=C(C(=C(C(=C1F)F)F)F)F)=O (perfluorophenyl 1-(3-methoxynaphthalen-2-yl)-2-oxo-1,2-dihydroquinoline-6-sulfonate), NC1=NOC=C1 (3-aminoisoxazole), C1CCOC1 (THF), C[Si](C)(C)[N-][Si](C)(C)C.[Li+] (lithium bis(trimethylsilyl)amide). Run in Cl (HCl), CCOC(=O)C (EtOAc). Reaction conditions: time 60 minute. Product: O1N=C(C=C1)NS(=O)(=O)C=1C=C2C=CC(N(C2=CC1)C1=CC2=CC=CC=C2C=C1OC)=O (N-(isoxazol-3-yl)-1-(3-methoxynaphthalen-2-yl)-2-oxo-1,2-dihydroquinoline-6-sulfonamide). The yield is 85.6%. Reaction SMILES: [CH3:1][O:2][C:3]1[C:4]([N:13]2[C:22]3[C:17](=[CH:18][C:19]([S:23](OC4C(F)=C(F)C(F)=C(F)C=4F)(=[O:25])=[O:24])=[CH:20][CH:21]=3)[CH:16]=[CH:15][C:14]2=[O:38])=[CH:5][C:6]2[C:11]([CH:12]=1)=[CH:10][CH:9]=[CH:8][CH:7]=2.[NH2:39][C:40]1[CH:44]=[CH:43][O:42][N:41]=1.C1COCC1.C[Si]([N-][Si](C)(C)C)(C)C.[Li+]>Cl.CCOC(C)=O>[O:42]1[CH:43]=[CH:44][C:40]([NH:39][S:23]([C:19]2[CH:18]=[C:17]3[C:22](=[CH:21][CH:20]=2)[N:13]([C:4]2[C:3]([O:2][CH3:1])=[CH:12][C:11]4[C:6](=[CH:7][CH:8]=[CH:9][CH:10]=4)[CH:5]=2)[C:14](=[O:38])[CH:15]=[CH:16]3)(=[O:24])=[O:25])=[N:41]1 |f:3.4|. Procedure details: A solution of perfluorophenyl 1-(3-methoxynaphthalen-2-yl)-2-oxo-1,2-dihydroquinoline-6-sulfonate (0.250 g, 0.457 mmol), 3-aminoisoxazole (0.037 ml, 0.502 mmol) and THF (4.57 ml) was cooled in an ice-bath for 15 min, then lithium bis(trimethylsilyl)amide (1M in THF) (0.959 ml, 0.959 mmol) was added dropwise. After 60 min, the mixture was diluted with 1N aq. HCl and EtOAc. The aq. layer was extracted with EtOAc (2×). The combined organic extracts were dried over magnesium sulfate, filtered, and c... Reactants: C1(=CC=CC=C1)CC(=O)Cl (phenylacetyl chloride), Cl.C(C(C)C)OC([C@@H](N)C)=O (L-alanine iso-butyl ester hydrochloride). Yields the product C(C(C)C)OC(C(NC(CC1=CC=CC=C1)=O)C)=O (N-(Phenylacetyl)-D,L-alanine iso-Butyl Ester). As a reaction SMILES: [C:1]1([CH2:7][C:8](Cl)=[O:9])[CH:6]=[CH:5][CH:4]=[CH:3][CH:2]=1.Cl.[CH2:12]([O:16][C:17](=[O:21])[C@H:18]([CH3:20])[NH2:19])[CH:13]([CH3:15])[CH3:14]>>[CH2:12]([O:16][C:17](=[O:21])[CH:18]([CH3:20])[NH:19][C:8](=[O:9])[CH2:7][C:1]1[CH:6]=[CH:5][CH:4]=[CH:3][CH:2]=1)[CH:13]([CH3:15])[CH3:14] |f:1.2|. Reported procedure: Following General Procedure BA above and using phenylacetyl chloride (Aldrich) and D, L-alanine iso-butyl ester hydrochloride (from Example BB above), the title compound was prepared. The reaction was monitored by tlc on silica gel and purification was by extraction with Et2O followed by washes with aqueous K2CO3 and aqueous HCl. Starting materials: NCCN1CCCCC1 (1-(2-aminoethyl)piperidine), C(C)(C)N(C(C)C)CC (N,N-diisopropylethylamine), ClS(=O)(=O)C1=C(C(=O)OC)C(=CC=C1)[N+](=O)[O-] (methyl 2-chlorosulfonyl-6-nitrobenzoate), hydrochloride salt, Cl (hydrogen chloride). Solvent: O1CCCC1 (tetrahydrofuran), O1CCCC1 (tetrahydrofuran). The product is Cl.N1(CCCCC1)CCNS(=O)(=O)C1=C(C(=O)OC)C(=CC=C1)[N+](=O)[O-] (Methyl 2-[N-(2-Piperidinoethyl)aminosulfonyl]-6-nitrobenzoate Hydrochloride). RXN SMILES: [NH2:1][CH2:2][CH2:3][N:4]1[CH2:9][CH2:8][CH2:7][CH2:6][CH2:5]1.C(N(CC)C(C)C)(C)C.[Cl:19][S:20]([C:23]1[CH:32]=[CH:31][CH:30]=[C:29]([N+:33]([O-:35])=[O:34])[C:24]=1[C:25]([O:27][CH3:28])=[O:26])(=[O:22])=[O:21].Cl>O1CCCC1>[ClH:19].[N:4]1([CH2:3][CH2:2][NH:1][S:20]([C:23]2[CH:32]=[CH:31][CH:30]=[C:29]([N+:33]([O-:35])=[O:34])[C:24]=2[C:25]([O:27][CH3:28])=[O:26])(=[O:21])=[O:22])[CH2:9][CH2:8][CH2:7][CH2:6][CH2:5]1 |f:5.6|. Procedure: A solution of 1-(2-aminoethyl)piperidine (0.23 g, 1.79 mmol) and N,N-diisopropylethylamine (0.23 g, 1.79 mmol) in tetrahydrofuran (5 ml) is added over 15 minutes to a stirred solution of methyl 2-chlorosulfonyl-6-nitrobenzoate (0.50 g, 1.79 mmol) in tetrahydrofuran (25 ml) cooled with an ice bath. The product is isolated following the procedure of Example 1 and converted to the hydrochloride salt with anhydrous ethanolic hydrogen chloride. Starting materials: CCCC[N+](CCCC)(CCCC)CCCC, Cc1ccc(C2c3c(C)c(N)c(C)c(C)c3OC2(C)C)cc1, COc1cc(CCl)c(CCl)cc1OC, [I-], [Na+], [Na+], O=C([O-])[O-], C1CCOC1, O. Yields the product COc1cc2c(cc1OC)CN(c1c(C)c(C)c3c(c1C)C(c1ccc(C)cc1)C(C)(C)O3)C2. Reaction SMILES: [CH2:50]([N+:51]([CH2:52][CH2:53][CH2:54][CH3:55])([CH2:56][CH2:57][CH2:58][CH3:59])[CH2:60][CH2:61][CH2:62][CH3:63])[CH2:64][CH2:65][CH3:66].[CH3:1][C:2]1([CH3:22])[O:3][c:4]2[c:5]([c:14]([CH3:21])[c:15]([NH2:20])[c:16]([CH3:19])[c:17]2[CH3:18])[CH:6]1[c:7]1[cH:8][cH:9][c:10]([CH3:13])[cH:11][cH:12]1.[Cl:23][CH2:24][c:25]1[c:26]([CH2:35][Cl:36])[cH:27][c:28]([O:33][CH3:34])[c:29]([O:31][CH3:32])[cH:30]1.[I-:49].[Na+:37].[Na+:38].[O-:39][C:40](=[O:41])[O-:42].[O:44]1[CH2:45][CH2:46][CH2:47][CH2:48]1.[OH2:43]>>[CH3:1][C:2]1([CH3:22])[O:3][c:4]2[c:5]([c:14]([CH3:21])[c:15]([N:20]3[CH2:24][c:25]4[c:26]([cH:27][c:28]([O:33][CH3:34])[c:29]([O:31][CH3:32])[cH:30]4)[CH2:35]3)[c:16]([CH3:19])[c:17]2[CH3:18])[CH:6]1[c:7]1[cH:8][cH:9][c:10]([CH3:13])[cH:11][cH:12]1. Reactants: FC1=C(C=CC=C1)C1=NN=C2N1N=C(C=C2)S (3-(2-fluorophenyl)-[1,2,4]triazolo[4,3-b]pyridazine-6-thiol), C([O-])([O-])=O.[Cs+].[Cs+] (cesium carbonate), BrC(C(=O)N1CCCCC1)CC (2-bromo-1-(piperidin-1-yl)butan-1-one). Solvent: CN(C)C=O (DMF). Conditions: temperature 70 celsius, time 3 hour. Yields the product FC1=C(C=CC=C1)C1=NN=C2N1N=C(C=C2)SC(C(=O)N2CCCCC2)CC (2-((3-(2-fluorophenyl)-[1,2,4]triazolo[4,3-b]pyridazin-6-yl)thio)-1-(piperidin-1-yl)butan-1-one). Reaction SMILES: [F:1][C:2]1[CH:7]=[CH:6][CH:5]=[CH:4][C:3]=1[C:8]1[N:12]2[N:13]=[C:14]([SH:17])[CH:15]=[CH:16][C:11]2=[N:10][N:9]=1.C(=O)([O-])[O-].[Cs+].[Cs+].Br[CH:25]([CH2:34][CH3:35])[C:26]([N:28]1[CH2:33][CH2:32][CH2:31][CH2:30][CH2:29]1)=[O:27]>CN(C=O)C>[F:1][C:2]1[CH:7]=[CH:6][CH:5]=[CH:4][C:3]=1[C:8]1[N:12]2[N:13]=[C:14]([S:17][CH:25]([CH2:34][CH3:35])[C:26]([N:28]3[CH2:33][CH2:32][CH2:31][CH2:30][CH2:29]3)=[O:27])[CH:15]=[CH:16][C:11]2=[N:10][N:9]=1 |f:1.2.3|. Procedure details: To a solution of 3-(2-fluorophenyl)-[1,2,4]triazolo[4,3-b]pyridazine-6-thiol (1 mmol) and cesium carbonate (1.5 equiv.) in DMF (5 mL) was added 2-bromo-1-(piperidin-1-yl)butan-1-one (1.5 equiv.) and the mixture was stirred at 70° C. for 3 hours. The reaction was monitored by thin-layer chromatography and was shown to be complete at this time. The solvent was removed in vacuo and the residue was flash chromatographed to give 2-((3-(2-fluorophenyl)-[1,2,4]triazolo[4,3-b]pyridazin-6-yl)thio)-1-(pip... Starting materials: CS(=O)C (Dimethylsulfoxide), FC1=C(C(=CC(=C1)F)F)[N+](=O)[O-] (1,3,5-trifluoro-2-nitrobenzene), Cl (HCl), CS(=O)C (DMSO), [OH-].[Na+] (NaOH). Run in CCOCC (ether), O (Water). Run at time 15 hour. Product: FC=1C(=C(C=C(C1)F)O)[N+](=O)[O-] (3,5-difluoro-2-nitrophenol). Isolated yield 80.6%. As a reaction SMILES: CS(C)=O.[OH-:5].[Na+].[F:7][C:8]1[CH:13]=[C:12]([F:14])[CH:11]=[C:10](F)[C:9]=1[N+:16]([O-:18])=[O:17].Cl>CCOCC.O>[F:7][C:8]1[C:9]([N+:16]([O-:18])=[O:17])=[C:10]([OH:5])[CH:11]=[C:12]([F:14])[CH:13]=1 |f:1.2|. Procedure: Dimethylsulfoxide (which will hereinafter be abbreviated as “DMSO”) (50 ml) and 10N NaOH (12 ml, 120 mmol) were added to 1,3,5-trifluoro-2-nitrobenzene (10.0 g, 56.5 mmol). The mixture was stirred at room temperature for 15 hours. Water (100 ml) and ether (200 ml) were added to separate the reaction mixture into layers. The water layer thus obtained was acidified with 1N HCl, followed by extraction with ether (2×200 ml). The extract was dried over anhydrous magnesium sulfate and distilled under ...